This data is from the Open Reaction Database (ORD), a public repository of structured organic reaction records. The task is: describe an organic reaction: reactants, conditions, products, and yield Reactants: CCC1=NCCO1, C1COCCN1, CC(=O)[O-], CC(=O)[O-], [Zn+2]. The product is CCC(=O)NCCC1CNCCO1. RXN SMILES: [CH2:1]([CH3:2])[C:3]1=[N:7][CH2:6][CH2:5][O:4]1.[CH2:8]1[CH2:9][O:10][CH2:11][CH2:12][NH:13]1.[CH3:15][C:16](=[O:17])[O-:18].[CH3:19][C:20](=[O:21])[O-:22].[Zn+2:14]>>[CH2:1]([CH3:2])[C:3](=[O:4])[NH:7][CH2:6][CH2:5][CH:9]1[CH2:8][NH:13][CH2:12][CH2:11][O:10]1.